The task is: describe an organic reaction: reactants, conditions, products, and yield. This data is from the Open Reaction Database (ORD), a public repository of structured organic reaction records. The reactants are C(C)(=O)NC1=CC(=C(OCCCN2CCN(CC2)C2=CC=CC=C2)C=C1)OC (1-[3-(4-acetamido-2-methoxyphenoxy)-n-propyl]-4-phenyl-piperazine), [OH-].[Na+] (sodium hydroxide). The solvent is Cl (hydrochloric acid), Cl (hydrochloric acid). The product is NC1=CC(=C(OCCCN2CCN(CC2)C2=CC=CC=C2)C=C1)OC (1-[3-(4-amino-2-methoxyphenoxy)-n-propyl]-4-phenyl-piperazine). The yield is 66.6%. As a reaction SMILES: C([NH:4][C:5]1[CH:26]=[CH:25][C:8]([O:9][CH2:10][CH2:11][CH2:12][N:13]2[CH2:18][CH2:17][N:16]([C:19]3[CH:24]=[CH:23][CH:22]=[CH:21][CH:20]=3)[CH2:15][CH2:14]2)=[C:7]([O:27][CH3:28])[CH:6]=1)(=O)C.[OH-].[Na+]>Cl>[NH2:4][C:5]1[CH:26]=[CH:25][C:8]([O:9][CH2:10][CH2:11][CH2:12][N:13]2[CH2:14][CH2:15][N:16]([C:19]3[CH:24]=[CH:23][CH:22]=[CH:21][CH:20]=3)[CH2:17][CH2:18]2)=[C:7]([O:27][CH3:28])[CH:6]=1 |f:1.2|. Reported procedure: A mixture of 23.6 g of 1-[3-(4-acetamido-2-methoxyphenoxy)-n-propyl]-4-phenyl-piperazine, 200 ml of 10% hydrochloric acid and 60 ml of conc. hydrochloric acid is refluxed for 2.5 hours. The mixture is adjusted to pH 11 by adding an aqueous 10% sodium hydroxide solution thereto. After cooling, the crystalline precipitates are collected by filtration, and then recrystallized from benzene. 14 g of 1-[3-(4-amino-2-methoxyphenoxy)-n-propyl]-4-phenyl-piperazine are thereby obtained. The reactants are ClC1=NC=CC(=N1)Cl (2,4-dichloro-pyrimidine), S1C2=C(C=C1B(O)O)C=CC=C2 (benzo[b]thiophen-2-boronic acid), NC1CCN(CC1)CC1=CC=CC=C1 (4-amino-1-benzyl-piperidine). Yields the product S1C2=C(C=C1C1=NC(=NC=C1)NC1CCN(CC1)CC1=CC=CC=C1)C=CC=C2 ((4-Benzo[b]thiophen-2-yl-pyrimidin-2-yl)-(1-benzyl-piperidin-4-yl)-amine). RXN SMILES: Cl[C:2]1[N:7]=[C:6](Cl)[CH:5]=[CH:4][N:3]=1.[S:9]1[C:13](B(O)O)=[CH:12][C:11]2[CH:17]=[CH:18][CH:19]=[CH:20][C:10]1=2.[NH2:21][CH:22]1[CH2:27][CH2:26][N:25]([CH2:28][C:29]2[CH:34]=[CH:33][CH:32]=[CH:31][CH:30]=2)[CH2:24][CH2:23]1>>[S:9]1[C:13]([C:6]2[CH:5]=[CH:4][N:3]=[C:2]([NH:21][CH:22]3[CH2:27][CH2:26][N:25]([CH2:28][C:29]4[CH:34]=[CH:33][CH:32]=[CH:31][CH:30]=4)[CH2:24][CH2:23]3)[N:7]=2)=[CH:12][C:11]2[CH:17]=[CH:18][CH:19]=[CH:20][C:10]1=2. Reported procedure: The title compound was prepared analogous to Method A, starting from 2,4-dichloro-pyrimidine, benzo[b]thiophen-2-boronic acid and 4-amino-1-benzyl-piperidine. Reactants: CC1(C)CC=C(Sc2ccccc2)c2cc(C(=O)O)ccc21, CCN=C=NCCCN(C)C, CCOC(C)=O, Cl, CN(C)C=O, CCOC(=O)c1ccc(O)cc1. Product: CCOC(=O)c1ccc(OC(=O)c2ccc3c(c2)C(Sc2ccccc2)=CCC3(C)C)cc1. Reaction SMILES: [CH3:1][C:2]1([CH3:22])[c:3]2[cH:4][cH:5][c:6]([C:19](=[O:20])[OH:21])[cH:7][c:8]2[C:9]([S:12][c:13]2[cH:14][cH:15][cH:16][cH:17][cH:18]2)=[CH:10][CH2:11]1.[CH3:36][N:37]([CH3:38])[CH2:39][CH2:40][CH2:41][N:42]=[C:43]=[N:44][CH2:45][CH3:46].[CH3:47][CH2:48][O:49][C:50]([CH3:51])=[O:52].[ClH:35].[O:53]=[CH:54][N:55]([CH3:56])[CH3:57].[OH:23][c:24]1[cH:25][cH:26][c:27]([C:28](=[O:29])[O:30][CH2:31][CH3:32])[cH:33][cH:34]1>>[CH3:1][C:2]1([CH3:22])[c:3]2[cH:4][cH:5][c:6]([C:19](=[O:20])[O:21][c:24]3[cH:25][cH:26][c:27]([C:28](=[O:29])[O:30][CH2:31][CH3:32])[cH:33][cH:34]3)[cH:7][c:8]2[C:9]([S:12][c:13]2[cH:14][cH:15][cH:16][cH:17][cH:18]2)=[CH:10][CH2:11]1.